This data is from the Open Reaction Database (ORD), a public repository of structured organic reaction records. The task is: describe an organic reaction: reactants, conditions, products, and yield Reactants: BrCCCC#CC1=CC=C(C=C1)NC(C(F)(F)F)=O (N-(4-(5-bromopent-1-yn-1-yl)phenyl)-2,2,2-trifluoroacetamide), NC[C@H](O[Si](C)(C)C(C)(C)C)C1=C2C=CC(NC2=C(C=C1)O)=O ((R)-5-[2-Amino-1-[(tert-butyldimethylsilyl)oxy]ethyl]-8-hydroxyquinolin-2(1H)-one), C(C)(C)N(C(C)C)CC (N,N-diisopropylethylamine), [I-].[K+] (potassium iodide). Solvent: CN(C)C=O (DMF). Reaction conditions: temperature 55 celsius. The product is [Si](C)(C)(C(C)(C)C)O[C@@H](CNCCCC#CC1=CC=C(C=C1)NC(C(F)(F)F)=O)C1=C2C=CC(NC2=C(C=C1)O)=O ((R)—N-(4-(5-((2-((tert-butyldimethylsilyl)oxy)-2-(8-hydroxy-2-oxo-1,2-dihydroquinolin-5-yl)ethyl)amino)pent-1-yn-1-yl)phenyl)-2,2,2-trifluoroacetamide). Isolated yield 90.2%. As a reaction SMILES: Br[CH2:2][CH2:3][CH2:4][C:5]#[C:6][C:7]1[CH:12]=[CH:11][C:10]([NH:13][C:14](=[O:19])[C:15]([F:18])([F:17])[F:16])=[CH:9][CH:8]=1.[NH2:20][CH2:21][C@@H:22]([C:31]1[CH:40]=[CH:39][C:38]([OH:41])=[C:37]2[C:32]=1[CH:33]=[CH:34][C:35](=[O:42])[NH:36]2)[O:23][Si:24]([C:27]([CH3:30])([CH3:29])[CH3:28])([CH3:26])[CH3:25].C(N(CC)C(C)C)(C)C.[I-].[K+]>CN(C=O)C>[Si:24]([O:23][C@H:22]([C:31]1[CH:40]=[CH:39][C:38]([OH:41])=[C:37]2[C:32]=1[CH:33]=[CH:34][C:35](=[O:42])[NH:36]2)[CH2:21][NH:20][CH2:2][CH2:3][CH2:4][C:5]#[C:6][C:7]1[CH:12]=[CH:11][C:10]([NH:13][C:14](=[O:19])[C:15]([F:18])([F:17])[F:16])=[CH:9][CH:8]=1)([C:27]([CH3:30])([CH3:29])[CH3:28])([CH3:26])[CH3:25] |f:3.4|. Procedure details: A mixture of Intermediate 26 (0.33 g, 1.0 mmol) and Intermediate 2 (0.40 g, 1.2 mmol) in DMF (5 mL) was treated with N,N-diisopropylethylamine (DIEA, 0.25 mL, 1.5 mmol) and catalytic potassium iodide. The mixture was heated overnight in a 55° C. oil bath. The mixture was concentrated under reduced pressure and purified via automated flash silica gel chromatography, using a 12 g Isco RediSep flash column (dichloromethane/methanol/ammonium hydroxide). Concentration of the desired fractions under r...